Dataset: the Open Reaction Database (ORD), a public repository of structured organic reaction records. Task: describe an organic reaction: reactants, conditions, products, and yield The reactants are [NH4+].[OH-] (NH4OH), [C@H]12CCC[C@H](CC1)N2C.C(=C)[Sn] (vinyltin tropane), II (Iodine), [O-]S(=O)(=S)[O-].[Na+].[Na+] (Na2S2O3), [Na+].[Cl-] (NaCl). Run in C(Cl)Cl (CH2Cl2). Run at time 8 hour. Product: [C@H]12CCC[C@H](CC1)N2C (tropane). Yield: 159.7%. As a reaction SMILES: [C@@H:1]12[N:8]([CH3:9])[C@@H:5]([CH2:6][CH2:7]1)[CH2:4][CH2:3][CH2:2]2.C([Sn])=C.II.[O-]S([O-])(=S)=O.[Na+].[Na+].[NH4+].[OH-].[Na+].[Cl-]>C(Cl)Cl>[C@@H:5]12[N:8]([CH3:9])[C@@H:1]([CH2:7][CH2:6]1)[CH2:2][CH2:3][CH2:4]2 |f:0.1,3.4.5,6.7,8.9,^1:10|. Procedure: The vinyltin tropane (73 mg, 0.13 mmol) was dissolved in CH2Cl2 (9 mL) and argon was padded through for 10 min. Iodine (200 mg, 0.78 mmol) was added and the mixture was stirred at room temperature overnight. Aqueous Na2S2O3 solution was then added followed by NH4OH. The mixture was saturated with solid NaCl and extracted with CH2Cl2 (5×20). The combined organic extracts were dried (MgSO4) and evaporated. Chromratography of the residue over silica using 5-15% Et3N/ether gave lodonated tropane (26... The reactants are NCCSCC1=NC=CC=C1 (2-[(2-aminoethyl)thiomethyl]pyridine), [N+](=O)([O-])C=C(SC)SC (1-nitro-2,2-bis-methylthioethylene). Solvent: C(C)O (ethanol). Product: [N+](=O)([O-])C=C(NCCSCC1=NC=CC=C1)SC (1-nitro-2-methylthio-2-[2-(2-pyridylmethylthio)ethylamino]-ethylene). The yield is 29.4%. As a reaction SMILES: [NH2:1][CH2:2][CH2:3][S:4][CH2:5][C:6]1[CH:11]=[CH:10][CH:9]=[CH:8][N:7]=1.[N+:12]([CH:15]=[C:16](SC)[S:17][CH3:18])([O-:14])=[O:13]>C(O)C>[N+:12]([CH:15]=[C:16]([S:17][CH3:18])[NH:1][CH2:2][CH2:3][S:4][CH2:5][C:6]1[CH:11]=[CH:10][CH:9]=[CH:8][N:7]=1)([O-:14])=[O:13]. Procedure details: A solution of 2-[(2-aminoethyl)thiomethyl]pyridine (5.0 g) and 1-nitro-2,2-bis-methylthioethylene (5.28 g) in ethanol was heated under reflux for 3 hours. Concentration and chromatographic purification of the product on a column of silica gel with elution by iso-propyl alcohol-ethylacetate (1:5) gave 1-nitro-2-methylthio-2-[2-(2-pyridylmethylthio)ethylamino]-ethylene (2.49 g), m.p. 95.5° - 96.5°. The reactants are [Al+3], [Cl-], [Cl-], [Cl-], ClCCl, COc1cnnc(Oc2cc(C(F)F)nn2C)c1, O. The product is COc1cnnc(Oc2cc(C=O)nn2C)c1. As a reaction SMILES: [Al+3:23].[Cl-:22].[Cl-:24].[Cl-:25].[Cl:19][CH2:20][Cl:21].[F:1][CH:2]([c:3]1[n:4][n:5]([CH3:17])[c:6]([O:8][c:9]2[n:10][n:11][cH:12][c:13]([O:15][CH3:16])[cH:14]2)[cH:7]1)[F:18].[OH2:26]>>[CH:2]([c:3]1[n:4][n:5]([CH3:17])[c:6]([O:8][c:9]2[n:10][n:11][cH:12][c:13]([O:15][CH3:16])[cH:14]2)[cH:7]1)=[O:26]. Starting materials: C(C)(C)(C)OC(=O)N[C@@H](C)C(=O)N[C@@H](CC1CC(=NO1)Br)C(=O)O (N-tert-butoxycarbonyl-L-alanyl-beta-(3-bromo-4,5-dihydroisoxazol-5-yl) alanine), C(F)(F)(F)C(=O)O.C(Cl)Cl (CF3CO2H CH2Cl2). Product: FC(C(=O)O)(F)F.N[C@@H](C)C(=O)O (Alanine Trifluoroacetic Acid Salt). As a reaction SMILES: C(OC(N[C@H](C([NH:13][C@H:14]([C:22]([OH:24])=[O:23])[CH2:15]C1ON=C(Br)C1)=O)C)=O)(C)(C)C.[C:25]([C:29]([OH:31])=[O:30])([F:28])([F:27])[F:26].C(Cl)Cl>>[F:26][C:25]([F:28])([F:27])[C:29]([OH:31])=[O:30].[NH2:13][C@H:14]([C:22]([OH:24])=[O:23])[CH3:15] |f:1.2,3.4|. Procedure details: N-tert-butoxycarbonyl-L-alanyl-beta-(3-bromo-4,5-dihydroisoxazol-5-yl) alanine, 0.8 gm, was taken in 50 ml of 20% CF3CO2H/CH2Cl2 at room temperature for 2 hours. Concentration gave a residue which was purified by HPLC, (reverse phase, eluting with water), to give two isomers as fluffy white material after lyophilization. 1H NMR (80 MHz, D2O): delta 1.55 (d, 3H, J=7.5 Hz, CH3), 2.0-2.4 (m, 2H, CH2), 2.9-3.7 (ABX, 2H, CH2CHO), 4.1 (q, 2H, J=7.3 Hz, OCH2), 4.4-5.0 ppm (m, CHN, CHO, plus HOD solvent... The reactants are CC[NH+](CC)CC, ClCCl, O=C(CCl)CCl, Fc1ccc(NC(=S)[S-])c(F)c1F. Yields the product O=C(CCl)CSC(=S)Nc1ccc(F)c(F)c1F. RXN SMILES: [CH2:20]([NH+:21]([CH2:22][CH3:23])[CH2:24][CH3:25])[CH3:26].[CH2:27]([Cl:28])[Cl:29].[Cl:1][CH2:2][C:3](=[O:4])[CH2:5][Cl:6].[F:7][c:8]1[c:9]([NH:16][C:17]([S-:18])=[S:19])[cH:10][cH:11][c:12]([F:15])[c:13]1[F:14]>>[Cl:1][CH2:2][C:3](=[O:4])[CH2:5][S:19][C:17]([NH:16][c:9]1[c:8]([F:7])[c:13]([F:14])[c:12]([F:15])[cH:11][cH:10]1)=[S:18].